This data is from the Open Reaction Database (ORD), a public repository of structured organic reaction records. The task is: describe an organic reaction: reactants, conditions, products, and yield Procedure details: Prepared by chiral preparative HPLC separation of racemic 7-(2-methyl-1H-benzimidazol-6-yl)-4-[(2-phenylpiperidin-1-yl)carbonyl]-2,3,4,5-tetrahydro-1,4-benzoxazepine (example 1) using a SHIMADZU LC-20AD apparatus equipped with a Chiralpak AD-H, 25 cm×4.6 mm column using a mobile phase of ethanol:methanol 1:1 and flow rate of 18.0 mL/min and detection at 220 nm. The isomer with retention time 11.20 min. was assigned as the (R)-enantiomer. Chiral analytical HPLC was carried out using a SHIMADZU LC... Starting materials: CC1=NC2=C(N1)C=C(C=C2)C=2C=CC1=C(CN(CCO1)C(=O)N1C(CCCC1)C1=CC=CC=C1)C2 (racemic 7-(2-methyl-1H-benzimidazol-6-yl)-4-[(2-phenylpiperidin-1-yl)carbonyl]-2,3,4,5-tetrahydro-1,4-benzoxazepine). Solvent: C(C)O.CO (ethanol methanol), C(C)O.CO (ethanol methanol). Product: CC1=NC2=C(N1)C=C(C=C2)C=2C=CC1=C(CN(CCO1)C(=O)N1[C@H](CCCC1)C1=CC=CC=C1)C2 (7-(2-methyl-1H-benzimidazol-6-yl)-4-{[(2R)-2-phenylpiperidin-1-yl]carbonyl}-2,3,4,5-tetrahydro-1,4-benzoxazepine). As a reaction SMILES: [CH3:1][C:2]1[NH:6][C:5]2[CH:7]=[C:8]([C:11]3[CH:12]=[CH:13][C:14]4[O:20][CH2:19][CH2:18][N:17]([C:21]([N:23]5[CH2:28][CH2:27][CH2:26][CH2:25][CH:24]5[C:29]5[CH:34]=[CH:33][CH:32]=[CH:31][CH:30]=5)=[O:22])[CH2:16][C:15]=4[CH:35]=3)[CH:9]=[CH:10][C:4]=2[N:3]=1>C(O)C.CO>[CH3:1][C:2]1[NH:6][C:5]2[CH:7]=[C:8]([C:11]3[CH:12]=[CH:13][C:14]4[O:20][CH2:19][CH2:18][N:17]([C:21]([N:23]5[CH2:28][CH2:27][CH2:26][CH2:25][C@@H:24]5[C:29]5[CH:34]=[CH:33][CH:32]=[CH:31][CH:30]=5)=[O:22])[CH2:16][C:15]=4[CH:35]=3)[CH:9]=[CH:10][C:4]=2[N:3]=1 |f:1.2|. Starting materials: CN1CCCC1=O, C=Cc1ccc(C2CC2)nc1, CN1CCc2[nH]c3ccc(Cl)cc3c2C1, [K+], [OH-]. Product: CN1CCc2c(c3cc(Cl)ccc3n2CCc2ccc(C3CC3)nc2)C1. As a reaction SMILES: [CH3:29][N:30]1[CH2:31][CH2:32][CH2:33][C:34]1=[O:35].[CH:16]1([c:19]2[n:20][cH:21][c:22]([CH:25]=[CH2:26])[cH:23][cH:24]2)[CH2:17][CH2:18]1.[Cl:1][c:2]1[cH:3][c:4]2[c:5]3[c:6]([nH:7][c:8]2[cH:9][cH:10]1)[CH2:11][CH2:12][N:13]([CH3:15])[CH2:14]3.[K+:28].[OH-:27]>>[Cl:1][c:2]1[cH:3][c:4]2[c:5]3[c:6]([n:7]([CH2:26][CH2:25][c:22]4[cH:21][n:20][c:19]([CH:16]5[CH2:17][CH2:18]5)[cH:24][cH:23]4)[c:8]2[cH:9][cH:10]1)[CH2:11][CH2:12][N:13]([CH3:15])[CH2:14]3. Starting materials: B(Br)(Br)Br (boron tribromide), B(Br)(Br)Br (BBr3), C(CCC)C12CC3=C(C(=CC=C3C2=C(C(CC1)=O)C(F)(F)F)OC)Cl (9a-butyl-8-chloro-7-methoxy-4-(trifluoromethyl)-1,2,9,9a-tetrahydro-3H-fluoren-3-one). Run in ClCCl (dichloromethane), C(Cl)Cl (CH2Cl2), ClCCl (dichloromethane). Reaction conditions: time 95 minute. Yields the product C(CCC)C12CC3=C(C(=CC=C3C2=C(C(CC1)=O)C(F)(F)F)O)Cl (9a-butyl-8-chloro-7-hydroxy-4-(trifluoromethyl)-1,2,9,9a-tetrahydro-3H-fluoren-3-one). RXN SMILES: [CH2:1]([C:5]12[CH2:17][CH2:16][C:15](=[O:18])[C:14]([C:19]([F:22])([F:21])[F:20])=[C:13]1[C:12]1[C:7](=[C:8]([Cl:25])[C:9]([O:23]C)=[CH:10][CH:11]=1)[CH2:6]2)[CH2:2][CH2:3][CH3:4].B(Br)(Br)Br>ClCCl>[CH2:1]([C:5]12[CH2:17][CH2:16][C:15](=[O:18])[C:14]([C:19]([F:21])([F:22])[F:20])=[C:13]1[C:12]1[C:7](=[C:8]([Cl:25])[C:9]([OH:23])=[CH:10][CH:11]=1)[CH2:6]2)[CH2:2][CH2:3][CH3:4]. Reported procedure: A solution of 9a-butyl-8-chloro-7-methoxy-4-(trifluoromethyl)-1,2,9,9a-tetrahydro-3H-fluoren-3-one (32 mg, 0.086 mmol) in anhydrous dichloromethane (0.86 mL) was cooled in a dry ice-acetone bath (−78° C.) and the solution was treated with 1M boron tribromide in dichloromethane (0.258 mL, 0.258 mmol). The cooling bath was removed and the mixture was stirred at room temperature for 95 minutes. Additional 1M BBr3 in CH2Cl2 (0.5 mL, 0.5 mmol) was added and the mixture was stirred at room temperature...